This data is from the Open Reaction Database (ORD), a public repository of structured organic reaction records. The task is: describe an organic reaction: reactants, conditions, products, and yield The reactants are OCC1CCC(COCc2ccccc2)CC1, ClCCl, [Na+], O=C([O-])O. Product: O=CC1CCC(COCc2ccccc2)CC1. RXN SMILES: [CH2:1]([c:2]1[cH:3][cH:4][cH:5][cH:6][cH:7]1)[O:8][CH2:9][CH:10]1[CH2:11][CH2:12][CH:13]([CH2:16][OH:17])[CH2:14][CH2:15]1.[Cl:23][CH2:24][Cl:25].[Na+:22].[O-:18][C:19]([OH:20])=[O:21]>>[CH2:1]([c:2]1[cH:3][cH:4][cH:5][cH:6][cH:7]1)[O:8][CH2:9][CH:10]1[CH2:11][CH2:12][CH:13]([CH:16]=[O:17])[CH2:14][CH2:15]1. Starting materials: dichlorobis(triphenylphospine) palladium (II), ClC=1C(=CC(=C(C1)C1=CC=C(C=C1)C(=O)NC)C)[N+](=O)[O-] (5′-chloro-N,2′-dimethyl-4′-nitrobiphenyl-4-carboxamide), C(CCC)OB(OCCCC)C=C (vinylboronic acid dibutyl ester), C([O-])([O-])=O.[Na+].[Na+] (sodium carbonate). The solvent is C1CCOC1.O (THF H2O). Run at temperature 90 celsius. The product is CNC(=O)C1=CC=C(C=C1)C1=C(C=C(C(=C1)C=C)[N+](=O)[O-])C (N,2′-dimethyl-4′-nitro-5′-vinylbiphenyl-4-carboxamide). As a reaction SMILES: Cl[C:2]1[C:3]([N+:19]([O-:21])=[O:20])=[CH:4][C:5]([CH3:18])=[C:6]([C:8]2[CH:13]=[CH:12][C:11]([C:14]([NH:16][CH3:17])=[O:15])=[CH:10][CH:9]=2)[CH:7]=1.[CH2:22](OB(C=C)OCCCC)[CH2:23]CC.C(=O)([O-])[O-].[Na+].[Na+]>C1COCC1.O>[CH3:17][NH:16][C:14]([C:11]1[CH:12]=[CH:13][C:8]([C:6]2[CH:7]=[C:2]([CH:22]=[CH2:23])[C:3]([N+:19]([O-:21])=[O:20])=[CH:4][C:5]=2[CH3:18])=[CH:9][CH:10]=1)=[O:15] |f:2.3.4,5.6|. Procedure: To a mixture of 5′-chloro-N,2′-dimethyl-4′-nitrobiphenyl-4-carboxamide (Step 2, 100 mg, 0.33 mmol), vinylboronic acid dibutyl ester (90 mg, 0.5 mmol) and sodium carbonate (245 mg, 2.31 mmol) in THF/H2O (8/2 mL) is added dichlorobis(triphenylphospine) palladium (II) (12 mg, 5% mmol). The reaction tube is sealed, the mixture is purged with N2 for 3 min and then heated at 90° C. under N2 for overnight. The reaction is cooled to room temperature and poured into saturated aqueous ammonia chloride sol... Reactants: Cc1ccc(NC(=O)C(C)(C)C)nc1Cl, Cl, [Na+], O=C([O-])O. The product is Cc1ccc(N)nc1Cl. As a reaction SMILES: [Cl:1][c:2]1[c:3]([CH3:15])[cH:4][cH:5][c:6]([NH:8][C:9](=[O:10])[C:11]([CH3:12])([CH3:13])[CH3:14])[n:7]1.[ClH:21].[Na+:20].[O-:16][C:17]([OH:18])=[O:19]>>[Cl:1][c:2]1[c:3]([CH3:15])[cH:4][cH:5][c:6]([NH2:8])[n:7]1. Starting materials: CsCO3, BrCCOC (bromoethylmethyl ether), FC1=C(C=C(C=C1)C1=NN(C2=CC=C(C=C12)[N+](=O)[O-])C(C1=CC=CC=C1)(C1=CC=CC=C1)C1=CC=CC=C1)O (3-(4-fluoro-3-hydroxyphenyl)-5-nitro-1-trityl-1H-indazole). The solvent is CCOC(=O)C (EtOAc), CN(C)C=O (DMF). Run at time 8 hour. Product: FC1=C(C=C(C=C1)C1=NN(C2=CC=C(C=C12)[N+](=O)[O-])C(C1=CC=CC=C1)(C1=CC=CC=C1)C1=CC=CC=C1)OCCOC (3-[4-fluoro-3-(2-methoxy-ethoxy)-phenyl]-1-trityl-5-nitro-1H-indazole). Reaction SMILES: [F:1][C:2]1[CH:7]=[CH:6][C:5]([C:8]2[C:16]3[C:11](=[CH:12][CH:13]=[C:14]([N+:17]([O-:19])=[O:18])[CH:15]=3)[N:10]([C:20]([C:33]3[CH:38]=[CH:37][CH:36]=[CH:35][CH:34]=3)([C:27]3[CH:32]=[CH:31][CH:30]=[CH:29][CH:28]=3)[C:21]3[CH:26]=[CH:25][CH:24]=[CH:23][CH:22]=3)[N:9]=2)=[CH:4][C:3]=1[OH:39].Br[CH2:41][CH2:42][O:43][CH3:44]>CN(C=O)C.CCOC(C)=O>[F:1][C:2]1[CH:7]=[CH:6][C:5]([C:8]2[C:16]3[C:11](=[CH:12][CH:13]=[C:14]([N+:17]([O-:19])=[O:18])[CH:15]=3)[N:10]([C:20]([C:21]3[CH:26]=[CH:25][CH:24]=[CH:23][CH:22]=3)([C:27]3[CH:32]=[CH:31][CH:30]=[CH:29][CH:28]=3)[C:33]3[CH:34]=[CH:35][CH:36]=[CH:37][CH:38]=3)[N:9]=2)=[CH:4][C:3]=1[O:39][CH2:41][CH2:42][O:43][CH3:44]. Reported procedure: To a stirred mixture of 3-(4-fluoro-3-hydroxyphenyl)-5-nitro-1-trityl-1H-indazole 7AU (2 g, 3.88 mmol) in DMF (25 mL) was added CsCO3 1.9 g, 5.82 mmol) and bromoethylmethyl ether (474 μL, 5.04 mmol). The resulting mixture was stirred at rt for overnight then diluted with EtOAc (300 mL), which was washed with brine, dried (MgSO4) and concentrated. Chromatograph on silica gel (2:1, hexanes/EtOAc) gave 3-[4-fluoro-3-(2-methoxy-ethoxy)-phenyl]-1-trityl-5-nitro-1H-indazole 8AU (1.8 g) as a yellow sol... Reactants: CC(C)(O)CC(=O)c1cc(C(C)(C)C)c(O)c(C(C)(C)C)c1, CCN(CC)S(F)(F)F, ClCCl. Yields the product CC(C)(F)CC(=O)c1cc(C(C)(C)C)c(O)c(C(C)(C)C)c1. RXN SMILES: [C:1]([CH3:2])([CH3:3])([CH3:4])[c:5]1[cH:6][c:7]([C:16]([CH2:17][C:18]([CH3:19])([CH3:20])[OH:21])=[O:22])[cH:8][c:9]([C:12]([CH3:13])([CH3:14])[CH3:15])[c:10]1[OH:11].[CH2:23]([N:24]([S:25]([F:26])([F:27])[F:29])[CH2:28][CH3:30])[CH3:31].[CH2:32]([Cl:33])[Cl:34]>>[C:1]([CH3:2])([CH3:3])([CH3:4])[c:5]1[cH:6][c:7]([C:16]([CH2:17][C:18]([CH3:19])([CH3:20])[F:29])=[O:22])[cH:8][c:9]([C:12]([CH3:13])([CH3:14])[CH3:15])[c:10]1[OH:11]. Starting materials: O=C(O)c1ncc(C(F)(F)F)cn1, CC1(c2cc(N)ccc2F)N=C(N)OCC1(F)F. The product is CC1(c2cc(NC(=O)c3ncc(C(F)(F)F)cn3)ccc2F)N=C(N)OCC1(F)F. As a reaction SMILES: [F:19][C:20]([c:21]1[cH:22][n:23][c:24]([C:27](=[O:28])[OH:29])[n:25][cH:26]1)([F:30])[F:31].[NH2:1][c:2]1[cH:3][cH:4][c:5]([F:18])[c:6]([C:8]2([CH3:17])[N:9]=[C:10]([NH2:16])[O:11][CH2:12][C:13]2([F:14])[F:15])[cH:7]1>>[NH:1]([c:2]1[cH:3][cH:4][c:5]([F:18])[c:6]([C:8]2([CH3:17])[N:9]=[C:10]([NH2:16])[O:11][CH2:12][C:13]2([F:14])[F:15])[cH:7]1)[C:27]([c:24]1[n:23][cH:22][c:21]([C:20]([F:19])([F:30])[F:31])[cH:26][n:25]1)=[O:28]. Reactants: C1CCOC1, CCO, Cc1ccccc1, CCCCCC1CCC(C2CCC(=CCc3ccc(F)c(F)c3)CC2)CC1, O, OO. Product: CCCCCC1CCC(C2CCC(C(O)Cc3ccc(F)c(F)c3)CC2)CC1. RXN SMILES: [CH2:34]1[O:35][CH2:36][CH2:37][CH2:38]1.[CH3:28][CH2:29][OH:30].[CH3:39][c:40]1[cH:41][cH:42][cH:43][cH:44][cH:45]1.[F:1][c:2]1[cH:3][c:4]([CH2:9][CH:10]=[C:11]2[CH2:12][CH2:13][CH:14]([CH:17]3[CH2:18][CH2:19][CH:20]([CH2:23][CH2:24][CH2:25][CH2:26][CH3:27])[CH2:21][CH2:22]3)[CH2:15][CH2:16]2)[cH:5][cH:6][c:7]1[F:8].[OH2:33].[OH:31][OH:32]>>[F:1][c:2]1[cH:3][c:4]([CH2:9][CH:10]([CH:11]2[CH2:12][CH2:13][CH:14]([CH:17]3[CH2:18][CH2:19][CH:20]([CH2:23][CH2:24][CH2:25][CH2:26][CH3:27])[CH2:21][CH2:22]3)[CH2:15][CH2:16]2)[OH:30])[cH:5][cH:6][c:7]1[F:8].